Dataset: the Open Reaction Database (ORD), a public repository of structured organic reaction records. Task: describe an organic reaction: reactants, conditions, products, and yield The reactants are CC=1N(C=CN1)C=1C=CC(=C(CO)C1)[N+](=O)[O-] (5-(2-methylimidazol-1-yl)-2-nitrobenzylalcohol). The reagents and catalysts are [Pd] (Pd/C). Run in CO (methanol). Reaction conditions: time 2 hour. Yields the product NC1=C(CO)C=C(C=C1)N1C(=NC=C1)C (2-amino-5-(2-methylimidazol-1-yl)benzylalcohol). Yield: 99.8%. As a reaction SMILES: [CH3:1][C:2]1[N:3]([C:7]2[CH:8]=[CH:9][C:10]([N+:15]([O-])=O)=[C:11]([CH:14]=2)[CH2:12][OH:13])[CH:4]=[CH:5][N:6]=1>[Pd].CO>[NH2:15][C:10]1[CH:9]=[CH:8][C:7]([N:3]2[CH:4]=[CH:5][N:6]=[C:2]2[CH3:1])=[CH:14][C:11]=1[CH2:12][OH:13]. Procedure: A mixture of 5-(2-methylimidazol-1-yl)-2-nitrobenzylalcohol (308 mg), 10% Pd/C(84 mg) and methanol (5.0 ml) was hydrogenated at 1 atmosphere. The mixture was stirred at room temperature for 2 hours and filtered to remove the catalyst. The filtrate was diltilled under reduced pressure to give 268 mg (100%) of the title compound. Starting materials: C(C)(=O)O (acetic acid), [OH-].[Li+] (lithium hydroxide), O (water), N=1N=C(N2C3=C(NC4=C(C21)C=CC=C4)N=CC=C3)C3=CC=C(C(=O)OC)C=C3 (methyl 4-(9H-benzo[f]pyrido[2,3-b][1,2,4]triazolo[4,3-d][1,4]diazepin-3-yl)benzoate). The solvent is CO (methanol), C(C)(=O)OCC (ethyl acetate). Reaction conditions: temperature 70 celsius, time 3 day. Yields the product N=1N=C(N2C3=C(NC4=C(C21)C=CC=C4)N=CC=C3)C3=CC=C(C(=O)O)C=C3 (4-(9H-benzo[f]pyrido[2,3-b][1,2,4]triazolo[4,3-d][1,4]diazepin-3-yl)benzoic acid). As a reaction SMILES: [N:1]1[N:2]=[C:3]([C:19]2[CH:28]=[CH:27][C:22]([C:23]([O:25]C)=[O:24])=[CH:21][CH:20]=2)[N:4]2[C:10]=1[C:9]1[CH:11]=[CH:12][CH:13]=[CH:14][C:8]=1[NH:7][C:6]1[N:15]=[CH:16][CH:17]=[CH:18][C:5]2=1.[OH-].[Li+].O.C(O)(=O)C>CO.C(OCC)(=O)C>[N:1]1[N:2]=[C:3]([C:19]2[CH:28]=[CH:27][C:22]([C:23]([OH:25])=[O:24])=[CH:21][CH:20]=2)[N:4]2[C:10]=1[C:9]1[CH:11]=[CH:12][CH:13]=[CH:14][C:8]=1[NH:7][C:6]1[N:15]=[CH:16][CH:17]=[CH:18][C:5]2=1 |f:1.2|. Reported procedure: To a suspension of methyl 4-(9H-benzo[f]pyrido[2,3-b][1,2,4]triazolo[4,3-d][1,4]diazepin-3-yl)benzoate (0.5 g, 1.4 mmol) in methanol (20 mL) was added lithium hydroxide (0.16 g, 6.8 mmol) and water (2 mL). The reaction mixture was stirred at 70° C. for 3 days. The reaction pH was acidified by the addition of acetic acid followed by ethyl acetate. The solid was filtered off and washed with water. The solid was re-suspended in ethyl acetate, stirred, filtered off and dried under vacuum. The 4-(9H-... The reactants are C(C)(=O)Cl (acetyl chloride), FC1=CC=C(CNCCCCNC(OC(C)(C)C)=O)C=C1 (tert-butyl 4-(4-fluorobenzylamino)butylcarbamate), NC=1C=C2CN(CC2=CC1)C(=O)NC1=CC=C(C=C1)C(NCCC)=O (5-amino-N-(4-(propylcarbamoyl)phenyl)isoindoline-2-carboxamide). Yields the product FC1=CC=C(CN(C(CC(C)C)=O)CCCCNC(OC(C)(C)C)=O)C=C1 (tert-butyl 4-(N-(4-fluorobenzyl)-3-methylbutanamido)butylcarbamate). Reaction SMILES: [C:1](Cl)(=[O:3])[CH3:2].[F:5][C:6]1[CH:25]=[CH:24][C:9]([CH2:10][NH:11][CH2:12][CH2:13][CH2:14][CH2:15][NH:16][C:17](=[O:23])[O:18][C:19]([CH3:22])([CH3:21])[CH3:20])=[CH:8][CH:7]=1.N[C:27]1[CH:28]=C2C(=C[CH:35]=1)CN(C(NC1C=CC(C(=O)NCCC)=CC=1)=O)C2>>[F:5][C:6]1[CH:7]=[CH:8][C:9]([CH2:10][N:11]([CH2:12][CH2:13][CH2:14][CH2:15][NH:16][C:17](=[O:23])[O:18][C:19]([CH3:21])([CH3:20])[CH3:22])[C:1](=[O:3])[CH2:2][CH:27]([CH3:28])[CH3:35])=[CH:24][CH:25]=1. Procedure details: The title compound was prepared as described in Example 278, substituting 3-methylbutanoyl chloride for acetyl chloride and tert-butyl 4-(4-fluorobenzylamino)butylcarbamate for 5-amino-N-(4-(propylcarbamoyl)phenyl)isoindoline-2-carboxamide. The reactants are CC(C)(C)OC(=O)C1(N)C=CC(CO)C1, CO, Cl. The product is NC1C=CC(CO)C1, Cl. RXN SMILES: [C:1]([O:2][C:3]([CH3:4])([CH3:5])[CH3:6])(=[O:7])[C:8]1([NH2:15])[CH:9]=[CH:10][CH:11]([CH2:13][OH:14])[CH2:12]1.[CH3:17][OH:18].[ClH:16]>>[CH:8]1([NH2:15])[CH:9]=[CH:10][CH:11]([CH2:13][OH:14])[CH2:12]1.[ClH:16]. Starting materials: CC(C)(C)OC(=O)N1CCC(Oc2ccc([N+](=O)[O-])cc2F)CC1, CO. Yields the product CC(C)(C)OC(=O)N1CCC(Oc2ccc(N)cc2F)CC1. As a reaction SMILES: [C:1]([CH3:2])([CH3:3])([CH3:4])[O:5][C:6](=[O:7])[N:8]1[CH2:9][CH2:10][CH:11]([O:14][c:15]2[c:16]([F:24])[cH:17][c:18]([N+:21]([O-:22])=[O:23])[cH:19][cH:20]2)[CH2:12][CH2:13]1.[CH3:25][OH:26]>>[C:1]([CH3:2])([CH3:3])([CH3:4])[O:5][C:6](=[O:7])[N:8]1[CH2:9][CH2:10][CH:11]([O:14][c:15]2[c:16]([F:24])[cH:17][c:18]([NH2:21])[cH:19][cH:20]2)[CH2:12][CH2:13]1.